Dataset: the Open Reaction Database (ORD), a public repository of structured organic reaction records. Task: describe an organic reaction: reactants, conditions, products, and yield Reactants: [K+], O=N[O-], Nc1cnc2ccccc2c1, [Na+], CCOC(=S)[S-], O. Product: Sc1cnc2ccccc2c1. As a reaction SMILES: [K+:22].[N:12]([O-:13])=[O:14].[NH2:1][c:2]1[cH:3][n:4][c:5]2[cH:6][cH:7][cH:8][cH:9][c:10]2[cH:11]1.[Na+:15].[O:16]([CH2:17][CH3:19])[C:20](=[S:18])[S-:21].[OH2:23]>>[c:2]1([SH:18])[cH:3][n:4][c:5]2[cH:6][cH:7][cH:8][cH:9][c:10]2[cH:11]1. Starting materials: C(C)(C)(C)OC(NC1=NC=C(C2=C1SC(=N2)C2=C(C=CC=C2F)Cl)F)=O ([2-(2-chloro-6-fluorophenyl)-7-fluorothiazolo[5,4-c]pyridin-4-yl]-carbamic acid tert-butyl ester). Run in Cl (HCl). Run at temperature 50 celsius. The product is ClC1=C(C(=CC=C1)F)C=1SC=2C(=NC=C(C2N1)F)N (2-(2-Chloro-6-fluorophenyl)-7-fluorothiazolo[5,4-c]pyridin-4-ylamine). The yield is 103.1%. RXN SMILES: C(OC(=O)[NH:7][C:8]1[C:13]2[S:14][C:15]([C:17]3[C:22]([F:23])=[CH:21][CH:20]=[CH:19][C:18]=3[Cl:24])=[N:16][C:12]=2[C:11]([F:25])=[CH:10][N:9]=1)(C)(C)C>Cl>[Cl:24][C:18]1[CH:19]=[CH:20][CH:21]=[C:22]([F:23])[C:17]=1[C:15]1[S:14][C:13]2[C:8]([NH2:7])=[N:9][CH:10]=[C:11]([F:25])[C:12]=2[N:16]=1. Procedure details: HCl (4N in dioxane, 10 mL) was added to [2-(2-chloro-6-fluorophenyl)-7-fluorothiazolo[5,4-c]pyridin-4-yl]-carbamic acid tert-butyl ester (0.350 g, 0.88 mmol) and the reaction mixture was heated at 50° C. for 3 hours. After cooling to room temperature, the volatiles were removed under reduced pressure to afford the title compound as an off-white solid (270 mg, quantitative). 1H NMR (400 MHz, CDCl3): δ 7.84 (s, 1H), 7.61-7.49 (m, 1H), 7.44 (d, J=8.1 Hz, 1H), 7.25 (t, J=8.7 Hz, 1H), 2.90 (br s, 2H)... The reactants are CCOC(=S)[S-], CCOC(C)=O, Cl, Nc1ccc(S(=O)(=O)c2ccc(F)cc2)cc1, [K+], O=N[O-], [Na+], O. The product is O=S(=O)(c1ccc(F)cc1)c1ccc(S)cc1. As a reaction SMILES: [CH2:23]([O:24][C:25]([S-:26])=[S:27])[CH3:28].[CH3:31][CH2:32][O:33][C:34](=[O:35])[CH3:36].[ClH:22].[F:5][c:6]1[cH:7][cH:8][c:9]([S:12](=[O:13])(=[O:14])[c:15]2[cH:16][cH:17][c:18]([NH2:21])[cH:19][cH:20]2)[cH:10][cH:11]1.[K+:29].[N:1]([O-:2])=[O:3].[Na+:4].[OH2:30]>>[F:5][c:6]1[cH:7][cH:8][c:9]([S:12](=[O:13])(=[O:14])[c:15]2[cH:16][cH:17][c:18]([SH:27])[cH:19][cH:20]2)[cH:10][cH:11]1.